Dataset: the Open Reaction Database (ORD), a public repository of structured organic reaction records. Task: describe an organic reaction: reactants, conditions, products, and yield Starting materials: COc1cccc2c1CC(=O)CC2, NCCCOC1CCCc2ccccc21. The product is COc1cccc2c1CC(NCCCOC1CCCc3ccccc31)CC2. As a reaction SMILES: [CH3:1][O:2][c:3]1[cH:4][cH:5][cH:6][c:7]2[c:12]1[CH2:11][C:10](=[O:13])[CH2:9][CH2:8]2.[NH2:14][CH2:15][CH2:16][CH2:17][O:18][CH:19]1[CH2:20][CH2:21][CH2:22][c:23]2[cH:24][cH:25][cH:26][cH:27][c:28]21>>[CH3:1][O:2][c:3]1[cH:4][cH:5][cH:6][c:7]2[c:12]1[CH2:11][CH:10]([NH:14][CH2:15][CH2:16][CH2:17][O:18][CH:19]1[CH2:20][CH2:21][CH2:22][c:23]3[cH:24][cH:25][cH:26][cH:27][c:28]31)[CH2:9][CH2:8]2. Starting materials: C1(CCCC1)C1(CC(=C(C(O1)=O)CC1=NN2C(N=C(C=C2C)C)=N1)O)CCC1=CC(=C(C=C1)C(C)O)F (6-Cyclopentyl-3-(5,7-dimethyl-[1,2,4]triazolo[1,5-a]pyrimidin-2-ylmethyl)-6-{2-[3-fluoro-4-(1-hydroxy-ethyl)-phenyl]-ethyl}-4-hydroxy-5,6-dihydro-pyran-2-one), N1=C(C=CC=C1)SC(C1=C(C=C(C=C1)Br)Cl)=O (4-Bromo-2-chloro-thiobenzoic acid S-pyridin-2-yl ester), N1=C(C=CC=C1)SC(C1=C(C=C(C=C1)Br)F)=O (4-Bromo-2-fluoro-thiobenzoic acid S-pyridin-2-yl ester). Product: BrC1=CC(=C(C=C1)C(C)=O)Cl (1-(4-Bromo-2-chloro-phenyl)-ethanone). As a reaction SMILES: [CH:1]1(C2(CCC3C=CC(C(O)C)=C(F)C=3)OC(=O)C(CC3N=C4N=C(C)C=C(C)N4N=3)=C(O)C2)CCCC1.N1C=CC=CC=1S[C:45](=[O:54])[C:46]1[CH:51]=[CH:50][C:49]([Br:52])=[CH:48][C:47]=1[Cl:53].N1C=CC=CC=1SC(=O)C1C=CC(Br)=CC=1F>>[Br:52][C:49]1[CH:50]=[CH:51][C:46]([C:45](=[O:54])[CH3:1])=[C:47]([Cl:53])[CH:48]=1. Reported procedure: The title compound was prepared analogously to Step 2 from Example X(X): 6-Cyclopentyl-3-(5,7-dimethyl-[1,2,4]triazolo[1,5-a]pyrimidin-2-ylmethyl)-6-{2-[3-fluoro-4-(1-hydroxy-ethyl)-phenyl]-ethyl}-4-hydroxy-5,6-dihydro-pyran-2-one where 4-Bromo-2-chloro-thiobenzoic acid S-pyridin-2-yl ester (described in step 1 below) was substituted in place of 4-Bromo-2-fluoro-thiobenzoic acid S-pyridin-2-yl ester. 1H NMR (CDCl3) δ 2.64 (s, 3H), 7.46–7.48 (m,2H), 7.61 (s, 1H). ESIMS (MH+): 234.1. Starting materials: CS(C)=O, NCCOc1ccc(I)cc1, O=[N+]([O-])c1ccc(C2CO2)cc1. Yields the product O=[N+]([O-])c1ccc(C(O)CNCCOc2ccc(I)cc2)cc1. As a reaction SMILES: [CH3:24][S:25](=[O:26])[CH3:27].[I:1][c:2]1[cH:3][cH:4][c:5]([O:6][CH2:7][CH2:8][NH2:9])[cH:10][cH:11]1.[N+:12](=[O:13])([O-:14])[c:15]1[cH:16][cH:17][c:18]([CH:21]2[O:22][CH2:23]2)[cH:19][cH:20]1>>[I:1][c:2]1[cH:3][cH:4][c:5]([O:6][CH2:7][CH2:8][NH:9][CH2:23][CH:21]([c:18]2[cH:17][cH:16][c:15]([N+:12](=[O:13])[O-:14])[cH:20][cH:19]2)[OH:22])[cH:10][cH:11]1. Reactants: CN(\N=C(\CC(CF)(C1=C(C(=CC=C1)C)F)N[S@](=O)C(C)(C)C)/C(F)(F)F)C ((R)-N-((Z)-4-(2,2-dimethylhydrazono)-1,5,5,5-tetrafluoro-2-(2-fluoro-3-methylphenyl)pentan-2-yl)-2-methylpropane-2-sulfinamide), Cl (hydrogen chloride), 1m, C(C)OCC (diethyl ether). The solvent is O (water), O1CCOCC1 (dioxane). Run at temperature 40 celsius, time 1 hour. Product: CC(C)(C)[S@@](=O)N[C@@](CF)(CC(C(F)(F)F)=O)C1=C(C(=CC=C1)C)F ((R)-2-methyl-N-((S)-1,5,5,5-tetrafluoro-2-(2-fluoro-3-methylphenyl)-4-oxopentan-2-yl)propane-2-sulfinamide). Yield: 74.5%. RXN SMILES: CN(C)/N=[C:4](\[C:24]([F:27])([F:26])[F:25])/[CH2:5][C:6]([NH:17][S@@:18]([C:20]([CH3:23])([CH3:22])[CH3:21])=[O:19])([C:9]1[CH:14]=[CH:13][CH:12]=[C:11]([CH3:15])[C:10]=1[F:16])[CH2:7][F:8].Cl.C([O:32]CC)C>O.O1CCOCC1>[CH3:21][C:20]([S@:18]([NH:17][C@:6]([C:9]1[CH:14]=[CH:13][CH:12]=[C:11]([CH3:15])[C:10]=1[F:16])([CH2:5][C:4](=[O:32])[C:24]([F:27])([F:26])[F:25])[CH2:7][F:8])=[O:19])([CH3:23])[CH3:22]. Procedure details: To a solution of (R)-N-((Z)-4-(2,2-dimethylhydrazono)-1,5,5,5-tetrafluoro-2-(2-fluoro-3-methylphenyl)pentan-2-yl)-2-methylpropane-2-sulfinamide (5.66 g, 13.24 mmol) in 10% water (5 mL) in dioxane (50 mL) was added hydrogen chloride, 1m in diethyl ether (26.5 ml, 26.5 mmol) and the resulting mixture was stirred at 40° C. for 1 h. The reaction was quenched with water, diluted with EtOAc and washed with water. The organic phase was dried over Na2SO4, filtered, concentrated and chromatographed on si... Reactants: C(C1=CN=CC=C1)(=O)O (nicotinic acid), CCN1C=C(C(=O)C2=C1C=C(C(=C2)F)N3CCNCC3)C(=O)O (Norfloxacin). Solvent: C(C)O (ethanol), C(C)O (ethanol). Product: C(C1=CN=CC=C1)(=O)O.CCN1C=C(C(=O)C2=C1C=C(C(=C2)F)N3CCNCC3)C(=O)O (nicotinic acid Norfloxacin). Isolated yield 88.0%. As a reaction SMILES: [CH3:1][CH2:2][N:3]1[C:9]2[CH:10]=[C:11]([N:15]3[CH2:20][CH2:19][NH:18][CH2:17][CH2:16]3)[C:12]([F:14])=[CH:13][C:8]=2[C:6](=[O:7])[C:5]([C:21]([OH:23])=[O:22])=[CH:4]1.C(O)(=O)C1C=CC=NC=1>C(O)C>[C:21]([OH:23])(=[O:22])[C:5]1[CH:6]=[CH:8][CH:9]=[N:3][CH:4]=1.[CH3:1][CH2:2][N:3]1[C:9]2[CH:10]=[C:11]([N:15]3[CH2:20][CH2:19][NH:18][CH2:17][CH2:16]3)[C:12]([F:14])=[CH:13][C:8]=2[C:6](=[O:7])[C:5]([C:21]([OH:23])=[O:22])=[CH:4]1 |f:3.4|. Procedure: 10 g of Norfloxacin were added to 20 ml of ethanol, the mixture obtained was then stirred and heated to reflux. 4.2 g of nicotinic acid, previously dissolved in 5 ml of hot ethanol, were added in one portion to said mixture and the resulting suspension was heated to reflux, upon which all solids dissolved. After a short time at reflux the adduct began to separate. The mixture was stirred, cooled to room temperature and finally in an ice bath to yield the nicotinic acid-Norfloxacin 1:1 adduct in ... The reactants are Cl (HCl), C(C)(C)(C)OC(=O)N1CCN(CC1)C(=O)C1CCN(CC1)C1=C(C=NC=C1)F (1-(tert-butoxycarbonyl)-4-[1-(3-fluoro-4-pyridyl)piperidin-4-ylcarbonyl]piperazine). Solvent: C(C)(=O)OCC (ethyl acetate), C(C)(=O)OCC (Ethyl acetate). Run at time 3 hour. The product is Cl.FC=1C=NC=CC1N1CCC(CC1)C(=O)N1CCNCC1 (1-[1-(3-fluoro-4-pyridyl)piperidin-4-carbonyl]piperazine hydrochloride). RXN SMILES: [ClH:1].C(OC([N:9]1[CH2:14][CH2:13][N:12]([C:15]([CH:17]2[CH2:22][CH2:21][N:20]([C:23]3[CH:28]=[CH:27][N:26]=[CH:25][C:24]=3[F:29])[CH2:19][CH2:18]2)=[O:16])[CH2:11][CH2:10]1)=O)(C)(C)C>C(OCC)(=O)C>[ClH:1].[F:29][C:24]1[CH:25]=[N:26][CH:27]=[CH:28][C:23]=1[N:20]1[CH2:21][CH2:22][CH:17]([C:15]([N:12]2[CH2:13][CH2:14][NH:9][CH2:10][CH2:11]2)=[O:16])[CH2:18][CH2:19]1 |f:3.4|. Reported procedure: Ethyl acetate (40 ml) saturated with gaseous HCl was added to a solution of 1-(tert-butoxycarbonyl)-4-[1-(3-fluoro-4-pyridyl)piperidin-4-ylcarbonyl]piperazine (2.60 g) in ethyl acetate (20 ml) and the resulting suspension stirred at ambient temperature for 3 hours. Solvent was evaporated to give 1-[1-(3-fluoro-4-pyridyl)piperidin-4-carbonyl]piperazine hydrochloride (2.45 g) as a solid. Reactants: C1(=CC=C(C=C1)S(=O)(=O)Cl)C (4-Toluenesulphonyl chloride), OC[C@H]1COC=2C(=C3C=C(NC3=CC2)C(=O)OCC)O1 (ethyl (S)-2,3-dihydro-2-(hydroxymethyl)-7H-1,4-dioxino[2,3-e]indole-8-carboxylate). The reagents and catalysts are CN(C1=CC=NC=C1)C (4-Dimethylaminopyridine). The solvent is ClCCl (dichloromethane). Run at time 72 hour. The product is C1(=CC=C(C=C1)S(=O)(=O)OC[C@@H]1COC=2C(=C3C=C(NC3=CC2)C(=O)OCC)O1)C (ethyl (S)-2,3-dihydro-2-[(4-toluenesulphonyloxy)methyl]-7H-1,4-dioxino[2,3-e]indole-8-carboxylate). The yield is 90.0%. RXN SMILES: [C:1]1([CH3:11])[CH:6]=[CH:5][C:4]([S:7](Cl)(=[O:9])=[O:8])=[CH:3][CH:2]=1.[OH:12][CH2:13][C@@H:14]1[O:31][C:18]2=[C:19]3[C:23](=[CH:24][CH:25]=[C:17]2[O:16][CH2:15]1)[NH:22][C:21]([C:26]([O:28][CH2:29][CH3:30])=[O:27])=[CH:20]3>ClCCl.CN(C)C1C=CN=CC=1>[C:1]1([CH3:11])[CH:6]=[CH:5][C:4]([S:7]([O:12][CH2:13][C@H:14]2[O:31][C:18]3=[C:19]4[C:23](=[CH:24][CH:25]=[C:17]3[O:16][CH2:15]2)[NH:22][C:21]([C:26]([O:28][CH2:29][CH3:30])=[O:27])=[CH:20]4)(=[O:9])=[O:8])=[CH:3][CH:2]=1. Procedure: 4-Toluenesulphonyl chloride (2.23 g) was added in one portion to a stirred solution of ethyl (S)-2,3-dihydro-2-(hydroxymethyl)-7H-1,4-dioxino[2,3-e]indole-8-carboxylate (2.65 g) in dry dichloromethane (120 ml) at 0° C. 4-Dimethylaminopyridine (1.52 g) was then added and the cooling bath removed. The resulting solution was stirred at ambient temperature for 72 hours, then diluted with dichloromethane (150 ml) and washed successively with water (80 ml), saturated aqueous copper sulphate solution (...